Dataset: the Open Reaction Database (ORD), a public repository of structured organic reaction records. Task: describe an organic reaction: reactants, conditions, products, and yield Reactants: C(=C)(C)C1=C(SC(=C1)C1=CC=C(C=C1)C(F)(F)F)C=O (3-Isopropenyl-5-(4-trifluoromethyl-phenyl)-thiophene-2-carbaldehyde), [BH4-].[Na+] (NaBH4). The solvent is C1CCOC1 (THF). Run at time 15 minute. The product is C(=C)(C)C1=C(SC(=C1)C1=CC=C(C=C1)C(F)(F)F)CO ([3-Isopropenyl-5-(4-trifluoromethyl-phenyl)-thiophen-2-yl]-methanol). RXN SMILES: [C:1]([C:4]1[CH:8]=[C:7]([C:9]2[CH:14]=[CH:13][C:12]([C:15]([F:18])([F:17])[F:16])=[CH:11][CH:10]=2)[S:6][C:5]=1[CH:19]=[O:20])([CH3:3])=[CH2:2].[BH4-].[Na+]>C1COCC1>[C:1]([C:4]1[CH:8]=[C:7]([C:9]2[CH:14]=[CH:13][C:12]([C:15]([F:17])([F:18])[F:16])=[CH:11][CH:10]=2)[S:6][C:5]=1[CH2:19][OH:20])([CH3:3])=[CH2:2] |f:1.2|. Procedure details: To a solution of 3-Isopropenyl-5-(4-trifluoromethyl-phenyl)-thiophene-2-carbaldehyde (0.084 g, 0.283 mmole) in THF (3 mL), is added to NaBH4 (0.023 g, 0.622 mmole) in one portion at 0° C. The reaction is kept at 0° C. for 15 minutes and warmed up to room temperature for 2 hours. The reaction is quenched using saturated NH4Cl(aq) (20 mL) at 0° C. The THF is removed on rota vapor, the aqueous solution is then extracted with ethyl acetate (2×10 mL). The combined organic solution is washed with brin...